From a dataset of the Open Reaction Database (ORD), a public repository of structured organic reaction records. describe an organic reaction: reactants, conditions, products, and yield The reactants are N=C(N)Nc1ccc(C(=O)O)cc1, O=S(Cl)Cl. Product: [Cl-], N=C(N)Nc1ccc(C(=O)O)cc1. As a reaction SMILES: [NH:1]([C:2](=[NH:3])[NH2:4])[c:5]1[cH:6][cH:7][c:8]([C:9](=[O:10])[OH:11])[cH:12][cH:13]1.[S:14]([Cl:15])([Cl:16])=[O:17]>>[Cl-:16].[NH:1]([C:2](=[NH:3])[NH2:4])[c:5]1[cH:6][cH:7][c:8]([C:9](=[O:10])[OH:11])[cH:12][cH:13]1.